From a dataset of the Open Reaction Database (ORD), a public repository of structured organic reaction records. describe an organic reaction: reactants, conditions, products, and yield The reactants are C(C)(C)S(=O)(=O)N1C(=NC2=C1C=C(C=C2)C(C2=CC=CC=C2)=O)N (1-isopropylsulfonyl-2-amino-6-benzoylbenzimidazole), CS(=O)C (dimethyl sulfoxide), solution, C(CCC)[Li] (n-butyl lithium). Solvent: O1CCCC1 (tetrahydrofuran), O1CCCC1 (tetrahydrofuran), O1CCCC1 (tetrahydrofuran). Product: Lithium methyl sulfinyl carbanion, C(C)(C)S(=O)(=O)N1C(=NC2=C1C=C(C=C2)C(C2=CC=CC=C2)(CS(=O)C)O)N (1-isopropylsulfonyl-2-amino-6-(α-hydroxy-α-methylsulfinylmethylbenzyl)benzimidazole). RXN SMILES: C([Li])CCC.[CH3:6][S:7]([CH3:9])=[O:8].[CH:10]([S:13]([N:16]1[C:20]2[CH:21]=[C:22]([C:25](=[O:32])[C:26]3[CH:31]=[CH:30][CH:29]=[CH:28][CH:27]=3)[CH:23]=[CH:24][C:19]=2[N:18]=[C:17]1[NH2:33])(=[O:15])=[O:14])([CH3:12])[CH3:11]>O1CCCC1>[CH:10]([S:13]([N:16]1[C:20]2[CH:21]=[C:22]([C:25]([OH:32])([CH2:6][S:7]([CH3:9])=[O:8])[C:26]3[CH:31]=[CH:30][CH:29]=[CH:28][CH:27]=3)[CH:23]=[CH:24][C:19]=2[N:18]=[C:17]1[NH2:33])(=[O:14])=[O:15])([CH3:12])[CH3:11]. Reported procedure: Lithium methyl sulfinyl carbanion was prepared by reacting 37 ml. of a 1.6 M solution of n-butyl lithium in tetrahydrofuran with 5 ml. of dimethyl sulfoxide dissolved in 70 ml. of tetrahydrofuran. After stirring the reaction mixture under nitrogen for thirty minutes at 0°-5° C., a mixture of 4.0 g. of 1-isopropylsulfonyl-2-amino-6-benzoylbenzimidazole in 60 ml. of tetrahydrofuran was added in one portion. The reaction mixture was stirred for one hour at 0° C., and then was warmed to room tempera...